From a dataset of the Open Reaction Database (ORD), a public repository of structured organic reaction records. describe an organic reaction: reactants, conditions, products, and yield The reactants are N1(N=CN=C1)CC1N=C(SC1)NC(OC(C)(C)C)=O (tert-butyl N-[(4RS)-4-(1,2,4-triazol-1-yl-methyl)-4,5-dihydro-2-thiazolyl]carbamate), Cl (hydrochloric acid). Solvent: O1CCOCC1 (dioxane). Product: Cl.Cl.N1(N=CN=C1)CC1N=C(SC1)N ((4RS)-4-(1,2,4-triazol-1-ylmethyl)-4,5-dihydro-2-thiazolylamine dihydrochloride). As a reaction SMILES: [N:1]1([CH2:6][CH:7]2[CH2:11][S:10][C:9]([NH:12]C(=O)OC(C)(C)C)=[N:8]2)[CH:5]=[N:4][CH:3]=[N:2]1.[ClH:20]>O1CCOCC1>[ClH:20].[ClH:20].[N:1]1([CH2:6][CH:7]2[CH2:11][S:10][C:9]([NH2:12])=[N:8]2)[CH:5]=[N:4][CH:3]=[N:2]1 |f:3.4.5|. Procedure details: a solution of 0.3 g of tert-butyl N-[(4RS)-4-(1,2,4-triazol-1-yl-methyl)-4,5-dihydro-2-thiazolyl]carbamate in 10 cm3 of 4N hydrochloric acid in dioxane is stirred at a temperature in the region of 20° C. for 34 hours. The reaction medium is filtered and then washed with 3 times 5 cm3 of diethyl ether and dried in a desiccator. 0.14 g of (4RS)-4-(1,2,4-triazol-1-ylmethyl)-4,5-dihydro-2-thiazolylamine dihydrochloride is obtained in the form of a white foam [mass spectrum: EI m/z=184 MH+ m/z=183 M+... Procedure details: In close analogy to the procedure described above, 7-Bromo-1-methyl-1,2,3,4-tetrahydro-isoquinoline is reacted with 2-trimethylstannyl-pyridine to provide the title compound. RXN SMILES: Br[C:2]1[CH:11]=[C:10]2[C:5]([CH2:6][CH2:7][NH:8][CH:9]2[CH3:12])=[CH:4][CH:3]=1.C[Sn](C)(C)[C:15]1[CH:20]=[CH:19][CH:18]=[CH:17][N:16]=1>>[CH3:12][CH:9]1[C:10]2[C:5](=[CH:4][CH:3]=[C:2]([C:15]3[CH:20]=[CH:19][CH:18]=[CH:17][N:16]=3)[CH:11]=2)[CH2:6][CH2:7][NH:8]1. The reactants are BrC1=CC=C2CCNC(C2=C1)C (7-Bromo-1-methyl-1,2,3,4-tetrahydro-isoquinoline), C[Sn](C1=NC=CC=C1)(C)C (2-trimethylstannyl-pyridine). The product is CC1NCCC2=CC=C(C=C12)C1=NC=CC=C1 (1-Methyl-7-pyridin-2-yl-1,2,3,4-tetrahydro-isoquinoline). The reactants are Cn1nc(-c2ccc([N+](=O)[O-])cc2)c2ccccc2c1=O, CCO. Product: Cn1nc(-c2ccc(N)cc2)c2ccccc2c1=O. RXN SMILES: [CH3:1][n:2]1[c:3](=[O:21])[c:4]2[cH:5][cH:6][cH:7][cH:8][c:9]2[c:10](-[c:12]2[cH:13][cH:14][c:15]([N+:18]([O-:19])=[O:20])[cH:16][cH:17]2)[n:11]1.[CH3:22][CH2:23][OH:24]>>[CH3:1][n:2]1[c:3](=[O:21])[c:4]2[cH:5][cH:6][cH:7][cH:8][c:9]2[c:10](-[c:12]2[cH:13][cH:14][c:15]([NH2:18])[cH:16][cH:17]2)[n:11]1. Reaction SMILES: [CH2:55]1[O:56][CH2:57][CH2:58][CH2:59]1.[CH3:1][n:2]1[n:3][c:4]([NH:11][C:12]([O:13][c:14]2[cH:15][cH:16][cH:17][cH:18][cH:19]2)=[O:20])[cH:5][c:6]1[C:7]([F:8])([F:9])[F:10].[CH3:21][O:22][c:23]1[cH:24][c:25]2[c:26]([O:38][c:39]3[cH:40][c:41]([NH2:42])[cH:43][cH:44][cH:45]3)[n:27][cH:28][n:29][c:30]2[cH:31][c:32]1[O:33][CH2:34][CH2:35][O:36][CH3:37].[CH:46]([N:47]([CH2:48][CH3:49])[CH:50]([CH3:51])[CH3:52])([CH3:53])[CH3:54]>>[CH3:1][n:2]1[n:3][c:4]([NH:11][C:12](=[O:20])[NH:42][c:41]2[cH:40][c:39]([O:38][c:26]3[c:25]4[cH:24][c:23]([O:22][CH3:21])[c:32]([O:33][CH2:34][CH2:35][O:36][CH3:37])[cH:31][c:30]4[n:29][cH:28][n:27]3)[cH:45][cH:44][cH:43]2)[cH:5][c:6]1[C:7]([F:8])([F:9])[F:10]. The reactants are C1CCOC1, Cn1nc(NC(=O)Oc2ccccc2)cc1C(F)(F)F, COCCOc1cc2ncnc(Oc3cccc(N)c3)c2cc1OC, CCN(C(C)C)C(C)C. Product: COCCOc1cc2ncnc(Oc3cccc(NC(=O)Nc4cc(C(F)(F)F)n(C)n4)c3)c2cc1OC. Starting materials: O.Cl.N[C@@H](CS)C(=O)O (L-cysteine hydrochloride monohydrate), C(C)(=O)[O-].[Na+] (sodium acetate), N[C@@H](CS)C(=O)O (L-cysteine), COC1=CC=C(C=O)C=C1 (p-methoxybenzaldehyde). Run in O (water), C(C)O (ethanol), C(C)O (ethanol), C(C)O (ethanol). Run at time 30 minute. Product: COC1=CC=C(C=O)C=C1 (p-methoxybenzaldehyde), COC1=CC=C(C=C1)C1SCC(N1)C(=O)O (2-(4-methoxy-phenyl)thiazolidine-4-carboxylic acid). As a reaction SMILES: O.Cl.[NH2:3][C@H:4]([C:7]([OH:9])=[O:8])[CH2:5][SH:6].C([O-])(=O)C.[Na+].N[C@H](C(O)=O)CS.[CH3:22][O:23][C:24]1[CH:31]=[CH:30][C:27]([CH:28]=[O:29])=[CH:26][CH:25]=1>C(O)C.O>[CH3:22][O:23][C:24]1[CH:31]=[CH:30][C:27]([CH:28]=[O:29])=[CH:26][CH:25]=1.[CH3:22][O:23][C:24]1[CH:31]=[CH:30][C:27]([CH:28]2[NH:3][CH:4]([C:7]([OH:9])=[O:8])[CH2:5][S:6]2)=[CH:26][CH:25]=1 |f:0.1.2,3.4|. Reported procedure: A 22 L three-necked round bottom flask fitted with an internal temperature probe and a mechanical stirrer was charged with L-cysteine hydrochloride monohydrate (500.0 g, 2.85 mol), sodium acetate (260.0 g, 3.17 mol) and 4.00 L of water. The mixture was stirred until all of the L-cysteine dissolved. A solution of p-methoxybenzaldehyde (426.0 g, 3.13 mol) in 3.50 L of ethanol was prepared and added to the reaction such that the internal reaction temperature was kept below 30° C. The reaction becom...